describe an organic reaction: reactants, conditions, products, and yield From a dataset of the Open Reaction Database (ORD), a public repository of structured organic reaction records. The reactants are C(C)(C)(C)[N+]1=C(CCC1)OC.COS(=O)(=O)[O-] (1-tert.-butyl-2-methoxy-1-pyrrolinium methylsulfate), ClC1=CC=C(CC#N)C=C1 (4-chlorobenzylcyanide), [Na] (sodium). Solvent: C(C)O (ethanol). Conditions: time 2 hour. Yields the product C(C)(C)(C)N1C(CCC1)=C(C1=CC=C(C=C1)Cl)C#N (1-tert.-butyl-2-(α-cyano-4-chlorobenzylidene)pyrrolidine). Isolated yield 20.0%. RXN SMILES: [C:1]([N+:5]1[CH2:9][CH2:8][CH2:7][C:6]=1OC)([CH3:4])([CH3:3])[CH3:2].COS([O-])(=O)=O.[Cl:18][C:19]1[CH:27]=[CH:26][C:22]([CH2:23][C:24]#[N:25])=[CH:21][CH:20]=1.[Na]>C(O)C>[C:1]([N:5]1[CH2:9][CH2:8][CH2:7][C:6]1=[C:23]([C:24]#[N:25])[C:22]1[CH:26]=[CH:27][C:19]([Cl:18])=[CH:20][CH:21]=1)([CH3:4])([CH3:3])[CH3:2] |f:0.1,^1:27|. Procedure details: Heat 56.8 g of 1-tert.-butyl-2-methoxy-1-pyrrolinium-methylsulfate and 30.3 g of 4-chlorobenzylcyanide to 80°. Add thereto (dropwise, within 2 hours, with stirring) a solution of 8.1 g of sodium in 160 ml of ethanol. After completion of the addition, boil the prepared admixture for a further 2 hours. Concentrate the boiled admixture and distil off (at 10-3 mm of Hg) the excess 4-chlorobenzylcyanide. Recrystallize the resulting residue from 170 ml of ethanol to obtain 11 g of the title compound. ...